Dataset: the Open Reaction Database (ORD), a public repository of structured organic reaction records. Task: describe an organic reaction: reactants, conditions, products, and yield The reactants are CN(C)C=O, Nc1nc(Cc2ccccc2)[nH]c(=O)c1N=Nc1ccccc1, [Na+], [Na+], O, O=S([O-])S(=O)[O-]. The product is Nc1nc(Cc2ccccc2)[nH]c(=O)c1N. As a reaction SMILES: [CH3:33][N:34]([CH3:35])[CH:36]=[O:37].[NH2:9][c:10]1[n:11][c:12]([CH2:25][c:26]2[cH:27][cH:28][cH:29][cH:30][cH:31]2)[nH:13][c:14](=[O:24])[c:15]1[N:16]=[N:17][c:18]1[cH:19][cH:20][cH:21][cH:22][cH:23]1.[Na+:7].[Na+:8].[OH2:32].[S:1]([S:2]([O-:3])=[O:4])([O-:5])=[O:6]>>[NH2:9][c:10]1[n:11][c:12]([CH2:25][c:26]2[cH:27][cH:28][cH:29][cH:30][cH:31]2)[nH:13][c:14](=[O:24])[c:15]1[NH2:16]. Reactants: CC(Br)c1ccnc2ncnn12, COCCOC, Oc1ccc(OC(F)(F)F)cc1, [H-], [Na+]. The product is CC(Oc1ccc(OC(F)(F)F)cc1)c1ccnc2ncnn12. Reaction SMILES: [Br:15][CH:16]([CH3:17])[c:18]1[cH:19][cH:20][n:21][c:22]2[n:23]1[n:24][cH:25][n:26]2.[CH3:27][O:28][CH2:29][CH2:30][O:31][CH3:32].[F:1][C:2]([O:3][c:4]1[cH:5][cH:6][c:7]([OH:10])[cH:8][cH:9]1)([F:11])[F:12].[H-:13].[Na+:14]>>[F:1][C:2]([O:3][c:4]1[cH:5][cH:6][c:7]([O:10][CH:16]([CH3:17])[c:18]2[cH:19][cH:20][n:21][c:22]3[n:23]2[n:24][cH:25][n:26]3)[cH:8][cH:9]1)([F:11])[F:12]. Reactants: BrC=1C=C(C(=NC1)N)I (5-bromo-3-iodopyridin-2-amine), CC(=O)[O-].[K+] (KOAc), [Li+].[Cl-] (LiCl), C[Si](C#CC)(C)C (trimethyl-prop-1-ynyl-silane). Reagents/catalysts: CC(=O)[O-].CC(=O)[O-].[Pd+2] (Pd(OAc)2). Run in CCOC(=O)C (EtOAc), CN(C)C=O (DMF), Petroleum ether. Run at temperature 90 celsius. Yields the product BrC=1C=C2C(=NC1)NC(=C2C)[Si](C)(C)C (5-bromo-3-methyl-2-(trimethylsilyl)-1H-pyrrolo[2,3-b]pyridine). As a reaction SMILES: [Br:1][C:2]1[CH:3]=[C:4](I)[C:5]([NH2:8])=[N:6][CH:7]=1.CC([O-])=O.[K+].[Li+].[Cl-].[CH3:17][Si:18]([CH3:23])([CH3:22])[C:19]#[C:20][CH3:21]>CN(C=O)C.CC([O-])=O.CC([O-])=O.[Pd+2].CCOC(C)=O>[Br:1][C:2]1[CH:3]=[C:4]2[C:20]([CH3:21])=[C:19]([Si:18]([CH3:23])([CH3:22])[CH3:17])[NH:8][C:5]2=[N:6][CH:7]=1 |f:1.2,3.4,7.8.9|. Reported procedure: To a solution of 5-bromo-3-iodopyridin-2-amine (B-5-2) (30 g, 0.1 mol) in DMF (600 mL) were added KOAc (29.4 g, 0.3 mol) and LiCl (4.25 g, 0.1 mol). After the mixture was degassed under N2 for 3 times, Pd(OAc)2 (2.24 g, 0.01 mol) was added, and the mixture was degassed again. Then trimethyl-prop-1-ynyl-silane (56 g, 0.5 mol) was added. The resulting mixture was heated to 80-100° C. for 2 days. TLC (EtOAc: Petroleum ether=1:5) showed that the reaction was complete. Excess DMF was removed under re... The reactants are CCOC(=O)CCC(=O)c1cc(Cl)ccc1OCC(=O)N1CC(C)N(Cc2ccc(F)cc2)CC1C, CO, [Li+], C1CCOC1, [OH-], O. The product is CC1CN(C(=O)COc2ccc(Cl)cc2C(=O)CCC(=O)O)C(C)CN1Cc1ccc(F)cc1. As a reaction SMILES: [CH2:1]([CH3:2])[O:3][C:4]([CH2:5][CH2:6][C:7](=[O:8])[c:9]1[c:10]([O:16][CH2:17][C:18](=[O:19])[N:20]2[CH:21]([CH3:35])[CH2:22][N:23]([CH2:27][c:28]3[cH:29][cH:30][c:31]([F:34])[cH:32][cH:33]3)[CH:24]([CH3:26])[CH2:25]2)[cH:11][cH:12][c:13]([Cl:15])[cH:14]1)=[O:36].[CH3:45][OH:46].[Li+:44].[O:37]1[CH2:38][CH2:39][CH2:40][CH2:41]1.[OH-:43].[OH2:42]>>[O:3]=[C:4]([CH2:5][CH2:6][C:7](=[O:8])[c:9]1[c:10]([O:16][CH2:17][C:18](=[O:19])[N:20]2[CH:21]([CH3:35])[CH2:22][N:23]([CH2:27][c:28]3[cH:29][cH:30][c:31]([F:34])[cH:32][cH:33]3)[CH:24]([CH3:26])[CH2:25]2)[cH:11][cH:12][c:13]([Cl:15])[cH:14]1)[OH:36]. Starting materials: [Si](C)(C)(C(C)(C)C)OC(CCCCCCC1=CC=CC=C1)C=1OC(=CN1)C1=CC=C(S1)C(=O)OC (Methyl 5-(2-(1-(tert-butyldimethylsilyloxy)-7-phenylheptyl)oxazol-5-yl)thiophene-2-carboxylate), [Si](C)(C)(C(C)(C)C)OC(CCCCCCC1=CC=CC=C1)C=1OC(=CN1)[Sn](CCCC)(CCCC)CCCC (2-(1-(tert-butyldimethylsilyloxy)-7-phenylheptyl)-5-(tributylstannyl)oxazole), BrC1=CC=C(S1)C(=O)OC (methyl 5-bromothiophene-2-carboxylate). The product is EtOAc hexanes, C1(=CC=CC=C1)CCCCCCC(=O)C=1OC(=CN1)C1=CC=C(S1)C(=O)OC (Methyl 5-(2-(7-phenylheptanoyl)oxazol-5-yl)thiophene-2-carboxylate). The yield is 94.0%. Reaction SMILES: [Si]([O:8][CH:9]([C:22]1[O:23][C:24]([C:27]2[S:31][C:30]([C:32]([O:34][CH3:35])=[O:33])=[CH:29][CH:28]=2)=[CH:25][N:26]=1)[CH2:10][CH2:11][CH2:12][CH2:13][CH2:14][CH2:15][C:16]1[CH:21]=[CH:20][CH:19]=[CH:18][CH:17]=1)(C(C)(C)C)(C)C.[Si](OC(C1OC([Sn](CCCC)(CCCC)CCCC)=CN=1)CCCCCCC1C=CC=CC=1)(C(C)(C)C)(C)C.BrC1SC(C(OC)=O)=CC=1>>[C:16]1([CH2:15][CH2:14][CH2:13][CH2:12][CH2:11][CH2:10][C:9]([C:22]2[O:23][C:24]([C:27]3[S:31][C:30]([C:32]([O:34][CH3:35])=[O:33])=[CH:29][CH:28]=3)=[CH:25][N:26]=2)=[O:8])[CH:17]=[CH:18][CH:19]=[CH:20][CH:21]=1. Procedure: Methyl 5-(2-(1-(tert-butyldimethylsilyloxy)-7-phenylheptyl)oxazol-5-yl)thiophene-2-carboxylate. The title compound was prepared from 2-(1-(tert-butyldimethylsilyloxy)-7-phenylheptyl)-5-(tributylstannyl)oxazole (89 mg, 0.134 mmol) and methyl 5-bromothiophene-2-carboxylate following General Procedure A. Flash chromatography (2-10% EtOAc/hexanes) yielded the title compound as a clear oil (65 mg, 94%): 1H NMR (CDCl3, 400 MHz) δ 7.72 (d, 1H, J=3.6 Hz), 7.26-7.23 (m, 4H), 7.17-7.14 (m, 3H), 4.80 (t, 1... Reactants: C(C)(=O)O (acetic acid), O (water), FC=1C(=C(C=CC1F)[C@@H](C[C@@](C=O)(C(F)(F)F)O)CC)OC ((2R,4R)-4-(3,4-difluoro-2-methoxyphenyl)-2-hydroxy-2-(trifluoromethyl)hexanal), NC1=C2C=NC(=NC2=CC=C1)C (5-amino-2-methylquinazoline). Reagents/catalysts: CC(C)([O-])C.[Ti+4].CC(C)([O-])C.CC(C)([O-])C.CC(C)([O-])C (titanium tert-butoxide). The solvent is C1(=CC=CC=C1)C (toluene). Reaction conditions: temperature 100 celsius. The product is FC=1C(=C(C=CC1F)[C@@H](C[C@](C=NC1=C2C=NC(=NC2=CC=C1)C)(O)C(F)(F)F)CC)OC ((2R,4R)-4-(3,4-difluoro-2-methoxyphenyl)-1-[(2-methylquinazolin-5-yl)imino]-2-(trifluoromethyl)hexan-2-ol). Isolated yield 81.2%. RXN SMILES: [F:1][C:2]1[C:3]([O:21][CH3:22])=[C:4]([C@H:9]([CH2:19][CH3:20])[CH2:10][C@:11]([OH:18])([C:14]([F:17])([F:16])[F:15])[CH:12]=O)[CH:5]=[CH:6][C:7]=1[F:8].[NH2:23][C:24]1[CH:33]=[CH:32][CH:31]=[C:30]2[C:25]=1[CH:26]=[N:27][C:28]([CH3:34])=[N:29]2.C(O)(=O)C.O>C1(C)C=CC=CC=1.CC(C)([O-])C.[Ti+4].CC(C)([O-])C.CC(C)([O-])C.CC(C)([O-])C>[F:1][C:2]1[C:3]([O:21][CH3:22])=[C:4]([C@H:9]([CH2:19][CH3:20])[CH2:10][C@@:11]([C:14]([F:16])([F:15])[F:17])([OH:18])[CH:12]=[N:23][C:24]2[CH:33]=[CH:32][CH:31]=[C:30]3[C:25]=2[CH:26]=[N:27][C:28]([CH3:34])=[N:29]3)[CH:5]=[CH:6][C:7]=1[F:8] |f:5.6.7.8.9|. Procedure: 300 mg (0.92 mmol) of (2R,4R)-4-(3,4-difluoro-2-methoxyphenyl)-2-hydroxy-2-(trifluoromethyl)hexanal and 146 mg (0.92 mmol) of 5-amino-2-methylquinazoline are dissolved in 20 ml of toluene, and the solution is admixed with 0.29 ml (0.92 mmol) of titanium tert-butoxide and 0.1 ml of acetic acid. The reaction mixture is heated at 100° C. for 2 hours, cooled, poured into water and stirred vigorously. The suspension is filtered through Celite, the filter bed being rinsed thoroughly with ethyl acetate...